From a dataset of the Open Reaction Database (ORD), a public repository of structured organic reaction records. describe an organic reaction: reactants, conditions, products, and yield The product is OC1=C(C=CC=C1)C1=NN(C(=N1)C1=C(C=CC=C1)O)CC(=O)NCCOC (2-[3,5-Bis(2-hydroxyphenyl)-[1,2,4]triazol-1-yl]-N-(2-methoxyethyl)acetamide). The reactants are OC1=C(C=CC=C1)C1=NN(C(=N1)C1=C(C=CC=C1)O)CC(=O)OCC (Ethyl [3,5bis(2-hydroxyphenyl)-[1,2,4]triazol-1-yl]acetate), COCCN (2-methoxyethylamine). RXN SMILES: [OH:1][C:2]1[CH:7]=[CH:6][CH:5]=[CH:4][C:3]=1[C:8]1[N:12]=[C:11]([C:13]2[CH:18]=[CH:17][CH:16]=[CH:15][C:14]=2[OH:19])[N:10]([CH2:20][C:21](OCC)=[O:22])[N:9]=1.[CH3:26][O:27][CH2:28][CH2:29][NH2:30]>>[OH:1][C:2]1[CH:7]=[CH:6][CH:5]=[CH:4][C:3]=1[C:8]1[N:12]=[C:11]([C:13]2[CH:18]=[CH:17][CH:16]=[CH:15][C:14]=2[OH:19])[N:10]([CH2:20][C:21]([NH:30][CH2:29][CH2:28][O:27][CH3:26])=[O:22])[N:9]=1. Conditions: time 2 hour. Procedure: 4.0 g of ethyl [3,5-bis(2-hydroxyphenyl)-[1,2,4]triazol-1-yl]acetate (Example 2) are dissolved in 30 ml of 2-methoxyethylamine and the mixture is stirred at room temperature for 2 h. It is concentrated to dryness in vacuo and the residue is crystallized from isopropanol. After drying, 2-[3,5-Bis(2-hydroxyphenyl)-[1,2,4]triazol-1-yl]-N-(2-methoxyethyl)acetamide remains as colorless crystals of m.p. 184-186° C. The reactants are BrC=1C=CC(=C(C1)[C@]1(N=C(CSCC1)N)C(F)F)F ((S)-5-(5-bromo-2-fluoro-phenyl)-5-difluoromethyl-2,5,6,7-tetrahydro-[1,4]thiazepin-3-ylamine), S(=O)(=O)(O[O-])[O-].[K+].[K+] (potassium peroxymonosulfate). Solvent: CO (methanol). Run at temperature 23 celsius, time 5 hour. The product is BrC=1C=CC(=C(C1)[C@]1(N=C(CS(CC1)(=O)=O)N)C(F)F)F ((S)-5-(5-bromo-2-fluoro-phenyl)-5-difluoromethyl-1,1-dioxo-2,5,6,7-tetrahydro-1H-1λ6-[1,4]thiazepin-3-ylamine). Isolated yield 81.2%. As a reaction SMILES: [Br:1][C:2]1[CH:3]=[CH:4][C:5]([F:19])=[C:6]([C@:8]2([CH:16]([F:18])[F:17])[CH2:14][CH2:13]S[CH2:11][C:10]([NH2:15])=[N:9]2)[CH:7]=1.[S:20]([O-:25])(O[O-])(=O)=[O:21].[K+].[K+]>CO>[Br:1][C:2]1[CH:3]=[CH:4][C:5]([F:19])=[C:6]([C@:8]2([CH:16]([F:17])[F:18])[CH2:14][CH2:13][S:20](=[O:25])(=[O:21])[CH2:11][C:10]([NH2:15])=[N:9]2)[CH:7]=1 |f:1.2.3|. Procedure: A solution of (S)-5-(5-bromo-2-fluoro-phenyl)-5-difluoromethyl-2,5,6,7-tetrahydro-[1,4]thiazepin-3-ylamine (364 mg, 1.03 mmol) in methanol (20 ml) was treated in two portions with potassium peroxymonosulfate (Oxone) (1.27 g, 2.06 mmol) at 23° C. The white suspension was stirred at 23° C. for 5 hours. For the workup, the reaction mixture was quenched at 0° C. under vigorous stirring with water (10 ml), then treated with a diluted solution of sodium hydrogensulfite, a saturated solution of sodium ... Reactants: FC1=C(C(=C(C(=C1F)C(F)(F)F)F)F)NN (2,3,5,6-tetrafluoro-4-trifluoromethylphenylhydrazine), C(C)OC=C(C(=O)OCC)C#N (ethyl ethoxymethylenecyanoacetate). The solvent is C(C)O (ethanol). The product is NC1=C(C=NN1C1=C(C(=C(C(=C1F)F)C(F)(F)F)F)F)C(=O)OCC (5-amino-4-ethoxycarbonyl-1-(2,3,5,6-tetrafluoro-4-trifluoromethyl-phenyl)-pyrazole). Isolated yield 87.3%. Reaction SMILES: [F:1][C:2]1[C:7]([F:8])=[C:6]([C:9]([F:12])([F:11])[F:10])[C:5]([F:13])=[C:4]([F:14])[C:3]=1[NH:15][NH2:16].C(O[CH:20]=[C:21]([C:27]#[N:28])[C:22]([O:24][CH2:25][CH3:26])=[O:23])C>C(O)C>[NH2:28][C:27]1[N:15]([C:3]2[C:2]([F:1])=[C:7]([F:8])[C:6]([C:9]([F:12])([F:11])[F:10])=[C:5]([F:13])[C:4]=2[F:14])[N:16]=[CH:20][C:21]=1[C:22]([O:24][CH2:25][CH3:26])=[O:23]. Reported procedure: 40 g (0.161 mol) of 2,3,5,6-tetrafluoro-4-trifluoromethylphenylhydrazine and 27.8 g (0.161 mol) of ethyl ethoxymethylenecyanoacetate are dissolved in 70 ml of ethanol and the solution is warmed under reflux for 10 hours. The solvent is distilled off in vacuo, the residue is suspended in 100 ml of diethyl ether, the suspension is filtered and the solid is dried. 52.2 g (87.4% of theory) of 5-amino-4-ethoxycarbonyl-1-(2,3,5,6-tetrafluoro-4-trifluoromethyl-phenyl)-pyrazole of melting point 175° C.-... Starting materials: C(C)(CC)C1=CC=CC=C1 (secondary butylbenzene), [Na] (sodium), CC(C1=CC=CC=C1)O (α-phenethyl alcohol), C1(=CC=CC=C1)CCC(CC)(C)C1=CC=CC=C1 (1,3-dipenyl-3-methylpentane), C=CC1=CC=CC=C1 (styrene), C(C)(CC)C1=CC=CC=C1 (secondary butylbenzene), [Na] (sodium). The solvent is CO (methanol). Conditions: temperature 135 celsius. Yields the product C1(=CC=CC=C1)CCC(CC(C)C1=CC=CC=C1)C1=CC=CC=C1 (1,3,5-triphenyl-5-methylpentane). The yield is 460.0%. As a reaction SMILES: C(C1C=CC=CC=1)(CC)C.[Na].[CH3:12][CH:13](O)[C:14]1[CH:19]=[CH:18][CH:17]=[CH:16][CH:15]=1.C=CC1C=CC=CC=1.[C:29]1([CH2:35][CH2:36][C:37]([C:41]2[CH:46]=[CH:45][CH:44]=[CH:43][CH:42]=2)(C)[CH2:38]C)[CH:34]=[CH:33][CH:32]=[CH:31][CH:30]=1>CO>[C:14]1([CH2:13][CH2:12][CH:35]([C:29]2[CH:34]=[CH:33][CH:32]=[CH:31][CH:30]=2)[CH2:36][CH:37]([C:41]2[CH:42]=[CH:43][CH:44]=[CH:45][CH:46]=2)[CH3:38])[CH:19]=[CH:18][CH:17]=[CH:16][CH:15]=1 |^1:10|. Procedure: A one-liter glass flask equipped with a stirrer, a dropping funnel with a gas introduction conduit, a reflux condenser with a calcium chloride tube, and a thermometer was charged with 268 grams (2.0 moles) of purified secondary butylbenzene, 4.0 grams (0.17 mole) of metallic sodium and 2.4 grams (0.02 moles) of α-phenethyl alcohol while introducing argon gas through the gas introduction conduit, and the resulting mixture was heated to 135° C. Then 69 grams (0.66 mole) of purified styrene and 20 ... Starting materials: O=C([O-])Cc1ccccc1Nc1c(Cl)cccc1Cl, CCN(Cc1cc(C(=O)OCCN(CCCl)C(C)C)cc(Br)c1N)C1CCCCC1, [Na+]. Yields the product CCN(Cc1cc(C(=O)OCCN(CCOC(=O)Cc2ccccc2Nc2c(Cl)cccc2Cl)C(C)C)cc(Br)c1N)C1CCCCC1. As a reaction SMILES: [Cl:1][c:2]1[c:3]([NH:9][c:10]2[c:11]([CH2:16][C:17](=[O:18])[O-:19])[cH:12][cH:13][cH:14][cH:15]2)[c:4]([Cl:8])[cH:5][cH:6][cH:7]1.[NH2:21][c:22]1[c:23]([Br:50])[cH:24][c:25]([C:26](=[O:27])[O:28][CH2:29][CH2:30][N:31]([CH2:32][CH2:33][Cl:34])[CH:35]([CH3:36])[CH3:37])[cH:38][c:39]1[CH2:40][N:41]([CH2:42][CH3:43])[CH:44]1[CH2:45][CH2:46][CH2:47][CH2:48][CH2:49]1.[Na+:20]>>[Cl:1][c:2]1[c:3]([NH:9][c:10]2[c:11]([CH2:16][C:17]([O:18][CH2:33][CH2:32][N:31]([CH2:30][CH2:29][O:28][C:26]([c:25]3[cH:24][c:23]([Br:50])[c:22]([NH2:21])[c:39]([CH2:40][N:41]([CH2:42][CH3:43])[CH:44]4[CH2:45][CH2:46][CH2:47][CH2:48][CH2:49]4)[cH:38]3)=[O:27])[CH:35]([CH3:36])[CH3:37])=[O:19])[cH:12][cH:13][cH:14][cH:15]2)[c:4]([Cl:8])[cH:5][cH:6][cH:7]1.